The task is: describe an organic reaction: reactants, conditions, products, and yield. This data is from the Open Reaction Database (ORD), a public repository of structured organic reaction records. Reactants: CC(C)(C)OC(=O)N1CCCN1, Cc1ccccc1, O=C(Cl)Cl, ClCCl, CC(C)CNNC(=O)C(CC(C)C)C(CC=Cc1ccccc1)C(=O)NOC1CCCCO1, Cc1ccccc1. Yields the product CC(C)CC(C(=O)NN(CC(C)C)C(=O)N1CCCN1C(=O)OC(C)(C)C)C(CC=Cc1ccccc1)C(=O)NOC1CCCCO1. RXN SMILES: [C:1]([CH3:2])([CH3:3])([CH3:4])[O:5][C:6](=[O:7])[N:8]1[NH:9][CH2:10][CH2:11][CH2:12]1.[CH3:50][c:51]1[cH:52][cH:53][cH:54][cH:55][cH:56]1.[Cl:13][C:14]([Cl:15])=[O:16].[Cl:57][CH2:58][Cl:59].[O:17]1[CH:18]([O:23][NH:24][C:25](=[O:26])[CH:27]([CH2:28][CH:29]=[CH:30][c:31]2[cH:32][cH:33][cH:34][cH:35][cH:36]2)[CH:37]([C:38](=[O:39])[NH:40][NH:41][CH2:42][CH:43]([CH3:44])[CH3:45])[CH2:46][CH:47]([CH3:48])[CH3:49])[CH2:19][CH2:20][CH2:21][CH2:22]1.[c:60]1([CH3:61])[cH:62][cH:63][cH:64][cH:65][cH:66]1>>[C:1]([CH3:2])([CH3:3])([CH3:4])[O:5][C:6](=[O:7])[N:8]1[N:9]([C:14](=[O:16])[N:41]([NH:40][C:38]([CH:37]([CH:27]([C:25]([NH:24][O:23][CH:18]2[O:17][CH2:22][CH2:21][CH2:20][CH2:19]2)=[O:26])[CH2:28][CH:29]=[CH:30][c:31]2[cH:32][cH:33][cH:34][cH:35][cH:36]2)[CH2:46][CH:47]([CH3:48])[CH3:49])=[O:39])[CH2:42][CH:43]([CH3:44])[CH3:45])[CH2:10][CH2:11][CH2:12]1. The reactants are COC(C1=CN=C(C(=C1)Br)Cl)=O (5-bromo-6-chloro-nicotinic acid methylester), N[C@H]1[C@@H](CCCC1)O ((1R,2R)-2-amino-cyclohexanol), C1(CC1)CO (cyclopropyl-methanol), ClC1=C(C=CC(=C1)Cl)B(O)O (2,4-dichlorophenyl-boronic acid). Product: C1(CC1)COC1=NC=C(C(=O)N[C@H]2[C@@H](CCCC2)O)C=C1C1=C(C=C(C=C1)Cl)Cl (6-Cyclopropylmethoxy-5-(2,4-dichloro-phenyl)-N-((1R,2R)-2-hydroxy-cyclohexyl)-nicotinamide). Reaction SMILES: CO[C:3](=[O:12])[C:4]1[CH:9]=[C:8](Br)[C:7](Cl)=[N:6][CH:5]=1.[CH:13]1([CH2:16][OH:17])[CH2:15][CH2:14]1.[Cl:18][C:19]1[CH:24]=[C:23]([Cl:25])[CH:22]=[CH:21][C:20]=1B(O)O.[NH2:29][C@@H:30]1[CH2:35][CH2:34][CH2:33][CH2:32][C@H:31]1[OH:36]>>[CH:13]1([CH2:16][O:17][C:7]2[C:8]([C:22]3[CH:21]=[CH:20][C:19]([Cl:18])=[CH:24][C:23]=3[Cl:25])=[CH:9][C:4]([C:3]([NH:29][C@@H:30]3[CH2:35][CH2:34][CH2:33][CH2:32][C@H:31]3[OH:36])=[O:12])=[CH:5][N:6]=2)[CH2:15][CH2:14]1. Procedure details: The title compound was synthesized in analogy to the procedure described for the preparation of Example 11, using 5-bromo-6-chloro-nicotinic acid methylester, cyclopropyl-methanol (commercially available), 2,4-dichlorophenyl-boronic acid (commercially available), and (1R,2R)-2-amino-cyclohexanol (commercially available) as starting materials. MS (m/e): 435.3 (MH+). Starting materials: C(C1=CC=CC=C1)(=O)O[C@@H]1C[C@@H]2CC[C@H]3[C@@H]4CC[C@H]([C@@H](CCCC(C)C)C)[C@]4(CC[C@@H]3[C@]2(CC1)C)C (3β-Benzoyloxy-5α-Cholestane), [OH-].[Na+] (NaOH). Run in C1CCOC1 (THF), CO (MeOH). Reaction conditions: time 16 hour. Yields the product CC(C)CCC[C@@H](C)[C@H]1CC[C@H]2[C@@H]3CC[C@H]4C[C@H](CC[C@]4(C)[C@H]3CC[C@]12C)O (5α-cholestan-3β-ol). Isolated yield 76.0%. Reaction SMILES: C([O:9][C@H:10]1[CH2:34][CH2:33][C@@:32]2([CH3:35])[C@@H:12]([CH2:13][CH2:14][C@@H:15]3[C@@H:31]2[CH2:30][CH2:29][C@@:28]2([CH3:36])[C@H:16]3[CH2:17][CH2:18][C@@H:19]2[C@H:20]([CH3:27])[CH2:21][CH2:22][CH2:23][CH:24]([CH3:26])[CH3:25])[CH2:11]1)(=O)C1C=CC=CC=1.[OH-].[Na+]>C1COCC1.CO>[CH3:26][CH:24]([CH2:23][CH2:22][CH2:21][C@H:20]([C@@H:19]1[C@:28]2([CH3:36])[C@H:16]([C@H:15]3[C@H:31]([CH2:30][CH2:29]2)[C@:32]2([CH3:35])[C@H:12]([CH2:11][C@@H:10]([OH:9])[CH2:34][CH2:33]2)[CH2:13][CH2:14]3)[CH2:17][CH2:18]1)[CH3:27])[CH3:25] |f:1.2|. Procedure details: A solution of pyridazine 12 (113 mg, 0.22 mmol) in THF (1 mL) and MeOH (2 mL) was treated with 1M NaOH (0.29 mL, 0.29 mmol) and allowed to stand at ambient temperature for 16 h. The solvent was evaporated at reduced pressure and the residue was treated with CH2Cl2 (50 mL) and a 10% Na2CO3 solution (20 mL). The organic layer was separated, dried over MgSO4, filtered, and evaporated to dryness. The residue was purified by flash chromatography on 4 g of silica gel 60 using MeOH/CHCl3 (5:95) giving ... Yields the product CCOC(=O)C1CCCCN1CCCN1c2ccccc2CCc2ccccc21. Reactants: O=C([O-])[O-], CCOC(=O)C1CCCCN1, CN(C)C=O, CC#N, ClCCCN1c2ccccc2CCc2ccccc21, Cl, [I-], [K+], [K+], [K+], O. As a reaction SMILES: [C:34](=[O:35])([O-:36])[O-:37].[CH2:2]([CH3:3])[O:4][C:5](=[O:6])[CH:7]1[NH:8][CH2:9][CH2:10][CH2:11][CH2:12]1.[CH3:41][N:42]([CH3:43])[CH:44]=[O:45].[CH3:46][C:47]#[N:48].[Cl:13][CH2:14][CH2:15][CH2:16][N:17]1[c:18]2[c:19]([cH:28][cH:29][cH:30][cH:31]2)[CH2:20][CH2:21][c:22]2[c:23]1[cH:24][cH:25][cH:26][cH:27]2.[ClH:1].[I-:33].[K+:32].[K+:38].[K+:39].[OH2:40]>>[CH2:2]([CH3:3])[O:4][C:5](=[O:6])[CH:7]1[N:8]([CH2:14][CH2:15][CH2:16][N:17]2[c:18]3[c:19]([cH:28][cH:29][cH:30][cH:31]3)[CH2:20][CH2:21][c:22]3[c:23]2[cH:24][cH:25][cH:26][cH:27]3)[CH2:9][CH2:10][CH2:11][CH2:12]1. Run at time 3 hour. Procedure details: An alumina hydrate was prepared by neutralization reaction of a sodium aluminate and aluminum sulfate in accordance with a method described in "Catalyst Preparation Chemistry" p. 207, by Ozaki, et al., published by Kodansha, 1980. To the amorphous and pseudo-boehmite alumina hydrate powder obtained by drying the alumina hydrate at 110° C. was dropwise added a sulfuric acid aqueous solution. Then, the mixture was kneaded, then adjusted in its water content and extrusion molded. The molded product... Product: O.O.O.O.[Al] (alumina hydrate), S(=O)(=O)([O-])[O-] (sulfate). Reactants: boehmite alumina hydrate, O=[Al-]=O.[Na+] (sodium aluminate), S(=O)(=O)([O-])[O-].[Al+3].S(=O)(=O)([O-])[O-].S(=O)(=O)([O-])[O-].[Al+3] (aluminum sulfate). RXN SMILES: [O:1]=[Al-:2]=O.[Na+].[S:5]([O-:9])([O-:8])(=[O:7])=[O:6].[Al+3].S([O-])([O-])(=O)=[O:12].S([O-])([O-])(=O)=[O:17].[Al+3]>>[OH2:1].[OH2:6].[OH2:12].[OH2:17].[Al:2].[S:5]([O-:9])([O-:8])(=[O:7])=[O:6] |f:0.1,2.3.4.5.6,7.8.9.10.11|.